This data is from the Open Reaction Database (ORD), a public repository of structured organic reaction records. The task is: describe an organic reaction: reactants, conditions, products, and yield Reactants: C(C1=CC=CC=C1)OC[C@@H]1[C@@H](O1)C(=O)OC (methyl (2R-cis)-3-(benzyloxymethyl)oxirane carboxylate), [NH4+].[OH-] (NH4OH). Solvent: C(Cl)(Cl)Cl (CHCl3), CO (MeOH), C(Cl)(Cl)Cl (CHCl3), CO (MeOH). Reaction conditions: time 2 day. Product: C(C1=CC=CC=C1)OC[C@@H]1[C@@H](O1)C(=O)N ((2R-cis)-3-(Benzyloxymethyl)oxirane carboxamide). As a reaction SMILES: [CH2:1]([O:8][CH2:9][C@H:10]1[O:12][C@H:11]1[C:13]([O:15]C)=O)[C:2]1[CH:7]=[CH:6][CH:5]=[CH:4][CH:3]=1.[NH4+:17].[OH-]>CO.C(Cl)(Cl)Cl>[CH2:1]([O:8][CH2:9][C@H:10]1[O:12][C@H:11]1[C:13]([NH2:17])=[O:15])[C:2]1[CH:7]=[CH:6][CH:5]=[CH:4][CH:3]=1 |f:1.2|. Procedure: To a solution of 50 mg of methyl (2R-cis)-3-(benzyloxymethyl)oxirane carboxylate in 3 ml of MeOH was added 1 ml of concentrated NH4OH with rapid stirring. The mixture was allowed to stir for two days. The reaction was then diluted with 20 ml of CHCl3 and the organic layer separated and washed three times with 10 ml of 0.1N HCl. The combined organic layers were dried over MgSO4, filtered and evaporated to yield a pale yellow residue. Flash chromatography (7 mm column, 5% MeOH: CHCl3) afforded 24.... Starting materials: NC=1C=C(C=CC1C(=O)OC)C1=CC=C(C=C1)CCN(C[C@H](OC1OCCCC1)C1=CC=CC=C1)CC1=CC=CC=C1 (methyl 3-amino-4′-[2-[benzyl[(2R)-2-phenyl-2-(tetrahydro-2H-pyran-2-yloxy)ethyl]amino]ethyl]-4-biphenylcarboxylate), C(C)(=O)OC(C)=O (acetic anhydride), O (water). Solvent: N1=CC=CC=C1 (pyridine). Reaction conditions: time 8 hour. Product: C(C)(=O)NC=1C=C(C=CC1C(=O)OC)C1=CC=C(C=C1)CCN(C[C@H](OC1OCCCC1)C1=CC=CC=C1)CC1=CC=CC=C1 (methyl 3-(acetylamino)-4′-[2-[benzyl[(2R)-2-phenyl-2-(tetrahydro-2H-pyran-2-yloxy)ethyl]amino]ethyl]-4-biphenylcarboxylate). As a reaction SMILES: [NH2:1][C:2]1[CH:3]=[C:4]([C:12]2[CH:17]=[CH:16][C:15]([CH2:18][CH2:19][N:20]([CH2:36][C:37]3[CH:42]=[CH:41][CH:40]=[CH:39][CH:38]=3)[CH2:21][C@@H:22]([C:30]3[CH:35]=[CH:34][CH:33]=[CH:32][CH:31]=3)[O:23][CH:24]3[CH2:29][CH2:28][CH2:27][CH2:26][O:25]3)=[CH:14][CH:13]=2)[CH:5]=[CH:6][C:7]=1[C:8]([O:10][CH3:11])=[O:9].[C:43](OC(=O)C)(=[O:45])[CH3:44].O>N1C=CC=CC=1>[C:43]([NH:1][C:2]1[CH:3]=[C:4]([C:12]2[CH:17]=[CH:16][C:15]([CH2:18][CH2:19][N:20]([CH2:36][C:37]3[CH:38]=[CH:39][CH:40]=[CH:41][CH:42]=3)[CH2:21][C@@H:22]([C:30]3[CH:31]=[CH:32][CH:33]=[CH:34][CH:35]=3)[O:23][CH:24]3[CH2:29][CH2:28][CH2:27][CH2:26][O:25]3)=[CH:14][CH:13]=2)[CH:5]=[CH:6][C:7]=1[C:8]([O:10][CH3:11])=[O:9])(=[O:45])[CH3:44]. Procedure details: To a solution of methyl 3-amino-4′-[2-[benzyl[(2R)-2-phenyl-2-(tetrahydro-2H-pyran-2-yloxy)ethyl]amino]ethyl]-4-biphenylcarboxylate (532 mg) in pyridine (600 μl) was added acetic anhydride (400 μl) and stirred overnight at room temperature. The mixture was poured into water and extracted with ethyl acetate. The organic layer was washed with saturated ammonium chloride aqueous solution and brine, dried over magnesium sulfate and evaporated. The residue was purified by column chromatography on sil... Starting materials: C1=CC=CC=C1 (benzene), COC(=O)[C@@H]1[C@@H](C(N1CC1=C(C=C(C=C1)OC)OC)=O)N1C(C=2C(C1=O)=CC=CC2)=O (cis-1-(2,4-dimethoxybenzyl)-3-phthalimido-2-oxoazetidine-4-carboxylic acid methyl ester), C1CCC2=NCCCN2CC1 (1,8-diazabicyclo[5,4,0]-7-undecene). Solvent: C(C)(=O)OCC (ethyl acetate). The product is COC(=O)[C@H]1[C@@H](C(N1CC1=C(C=C(C=C1)OC)OC)=O)N1C(C=2C(C1=O)=CC=CC2)=O (trans-1-(2,4-dimethoxybenzyl)-3-phthalimido-2-oxoazetidine-4-carboxylic acid methyl ester). Reaction SMILES: C1C=CC=CC=1.[CH3:7][O:8][C:9]([C@H:11]1[N:14]([CH2:15][C:16]2[CH:21]=[CH:20][C:19]([O:22][CH3:23])=[CH:18][C:17]=2[O:24][CH3:25])[C:13](=[O:26])[C@H:12]1[N:27]1[C:31](=[O:32])[C:30]2=[CH:33][CH:34]=[CH:35][CH:36]=[C:29]2[C:28]1=[O:37])=[O:10].C1CCN2C(=NCCC2)CC1>C(OCC)(=O)C>[CH3:7][O:8][C:9]([C@@H:11]1[N:14]([CH2:15][C:16]2[CH:21]=[CH:20][C:19]([O:22][CH3:23])=[CH:18][C:17]=2[O:24][CH3:25])[C:13](=[O:26])[C@H:12]1[N:27]1[C:31](=[O:32])[C:30]2=[CH:33][CH:34]=[CH:35][CH:36]=[C:29]2[C:28]1=[O:37])=[O:10]. Procedure: To 200 ml of benzene are added 8.5 g of cis-1-(2,4-dimethoxybenzyl)-3-phthalimido-2-oxoazetidine-4-carboxylic acid methyl ester and 3.1 g of 1,8-diazabicyclo[5,4,0]-7-undecene, and the mixture is heated under reflux for 72 hours. To the reaction mixture, after cooling, is added 100 ml of ethyl acetate, followed by washing with 10 ml and 50 ml of 1N-HCl, and 100ml of water in this order. To the resulting mixture is added 100 ml of chloroform and dried over anhydrous sodium sulfate. The solvent wa... Reactants: C(C)(C)(C)OC(=O)N1CCC(CC1)N1N=C(C2=CC(=CC=C12)OC(F)F)C=1N=C2C(=NC1)N(C=C2C(NC(C)(C)C)=O)COCC[Si](C)(C)C (4-{3-[7-tert-butylcarbamoyl-5-(2-trimethylsilanylethoxymethyl)-5H-pyrrolo[2,3-b]pyrazin-2-yl]-5-difluoromethoxy-indazol-1-yl}-piperidine-1-carboxylic acid tert-butyl ester), C(C)(=O)Cl (acetyl chloride). Run in CO (methanol). Reaction conditions: temperature 0 celsius, time 1.5 hour. Yields the product Cl.C(C)(C)(C)NC(=O)C1=CN(C2=NC=C(N=C21)C2=NN(C1=CC=C(C=C21)OC(F)F)C2CCNCC2)COCC[Si](C)(C)C (2-(5-difluoromethoxy-1-piperidin-4-yl-1H-indazol-3-yl)-5-(2-trimethylsilanyl-ethoxymethyl)-5H-pyrrolo[2,3-b]pyrazine-7-carboxylic acid tert-butylamide hydrochloride). The yield is 98.9%. As a reaction SMILES: C(OC([N:8]1[CH2:13][CH2:12][CH:11]([N:14]2[C:22]3[C:17](=[CH:18][C:19]([O:23][CH:24]([F:26])[F:25])=[CH:20][CH:21]=3)[C:16]([C:27]3[N:28]=[C:29]4[C:35]([C:36](=[O:42])[NH:37][C:38]([CH3:41])([CH3:40])[CH3:39])=[CH:34][N:33]([CH2:43][O:44][CH2:45][CH2:46][Si:47]([CH3:50])([CH3:49])[CH3:48])[C:30]4=[N:31][CH:32]=3)=[N:15]2)[CH2:10][CH2:9]1)=O)(C)(C)C.C([Cl:54])(=O)C>CO>[ClH:54].[C:38]([NH:37][C:36]([C:35]1[C:29]2[C:30](=[N:31][CH:32]=[C:27]([C:16]3[C:17]4[C:22](=[CH:21][CH:20]=[C:19]([O:23][CH:24]([F:25])[F:26])[CH:18]=4)[N:14]([CH:11]4[CH2:10][CH2:9][NH:8][CH2:13][CH2:12]4)[N:15]=3)[N:28]=2)[N:33]([CH2:43][O:44][CH2:45][CH2:46][Si:47]([CH3:50])([CH3:49])[CH3:48])[CH:34]=1)=[O:42])([CH3:41])([CH3:40])[CH3:39] |f:3.4|. Procedure details: In a round-bottomed flask, 4-{3-[7-tert-butylcarbamoyl-5-(2-trimethylsilanylethoxymethyl)-5H-pyrrolo[2,3-b]pyrazin-2-yl]-5-difluoromethoxy-indazol-1-yl}-piperidine-1-carboxylic acid tert-butyl ester (102 mg, 0.143 mmol) was suspended in methanol (1.4 ml). The suspension was cooled to 0° C. and acetyl chloride (0.20 ml, 2.81 mmol) was added dropwise. After the addition was complete, the ice bath was removed and the reaction mixture was stirred at room temperature for 1.5 h. The solvent was evapor... Starting materials: CCOC(C)=O, Cc1ccccc1OC(C)c1nnc(N)s1, O=C(Cl)Cl. Product: Cc1ccccc1OC(C)c1nnc(N=C=O)s1. RXN SMILES: [CH2:21]([O:22][C:23](=[O:24])[CH3:25])[CH3:26].[CH3:5][c:6]1[c:7]([O:8][CH:9]([CH3:10])[c:11]2[n:12][n:13][c:14]([NH2:16])[s:15]2)[cH:17][cH:18][cH:19][cH:20]1.[Cl:1][C:2]([Cl:3])=[O:4]>>[C:2](=[O:4])=[N:16][c:14]1[n:13][n:12][c:11]([CH:9]([O:8][c:7]2[c:6]([CH3:5])[cH:20][cH:19][cH:18][cH:17]2)[CH3:10])[s:15]1. The reactants are CO, Nc1nc(N2CCC(O)CC2)ccc1[N+](=O)[O-]. The product is Nc1ccc(N2CCC(O)CC2)nc1N. As a reaction SMILES: [CH3:18][OH:19].[NH2:1][c:2]1[c:3]([N+:15]([O-:16])=[O:17])[cH:4][cH:5][c:6]([N:8]2[CH2:9][CH2:10][CH:11]([OH:14])[CH2:12][CH2:13]2)[n:7]1>>[NH2:1][c:2]1[c:3]([NH2:15])[cH:4][cH:5][c:6]([N:8]2[CH2:9][CH2:10][CH:11]([OH:14])[CH2:12][CH2:13]2)[n:7]1. Reactants: C(C)OC(CC1=C(C=CC=C1)OC1=CC=C(C=C1)C1CCN(C2=CC=CC=C12)C)=O (2-[4-(1-methyl-1,2,3,4-tetrahydro-4-quinolyl)-phenoxy]-phenylacetic acid ethyl ester), [H-].[H-].[H-].[H-].[Li+].[Al+3] (LiAlH4), [OH-].[Na+] (sodium hydroxide). Run in O (water), C1CCOC1 (THF), C1CCOC1 (THF), C1CCOC1 (THF). Conditions: time 3 hour. Yields the product C1(=CC=CC=C1)C(CO)OC1=CC=C(C=C1)C1CCN(C2=CC=CC=C12)C (2-phenyl-2-[4-(1-methyl-1,2,3,4-tetrahydro-4-quinolyl)phenoxy)-ethanol). As a reaction SMILES: C(OC(=O)CC1C=CC=CC=1[O:12][C:13]1[CH:18]=[CH:17][C:16]([CH:19]2[C:28]3[C:23](=[CH:24][CH:25]=[CH:26][CH:27]=3)[N:22]([CH3:29])[CH2:21][CH2:20]2)=[CH:15][CH:14]=1)C.[H-].[H-].[H-].[H-].[Li+].[Al+3].[OH-:37].[Na+]>C1COCC1.O>[C:16]1([CH:19]([O:12][C:13]2[CH:18]=[CH:17][C:16]([CH:19]3[C:28]4[C:23](=[CH:24][CH:25]=[CH:26][CH:27]=4)[N:22]([CH3:29])[CH2:21][CH2:20]3)=[CH:15][CH:14]=2)[CH2:20][OH:37])[CH:17]=[CH:18][CH:13]=[CH:14][CH:15]=1 |f:1.2.3.4.5.6,7.8|. Reported procedure: A solution of 10 g. of 2-[4-(1-methyl-1,2,3,4-tetrahydro-4-quinolyl)-phenoxy]-phenylacetic acid ethyl ester in 25 ml. of the THF is added dropwise, over the course of 30 minutes, to a solution of 1.1 g. of LiAlH4 in 25 ml. of THF. The mixture is boiled for 3 hours, cooled, a mixture of 10 ml. of water and 40 ml. of THF and then 10 ml. of concentrated sodium hydroxide solution are added dropwise, the phases are separated and the organic phase is evaporated to give 2-phenyl-2-[4-(1-methyl-1,2,3,4-...